From a dataset of the Open Reaction Database (ORD), a public repository of structured organic reaction records. describe an organic reaction: reactants, conditions, products, and yield Starting materials: CCCCCC (hexane), ClC1=CC=C(C2=CC=C(C(=C2)CC)B(O)O)C=C1 (4′-Chloro-3-ethylbiphen-4-ylboronic acid), C(C)(=O)[O-].C(C)(=O)[O-].C(C)(=O)[O-].C(C)(=O)[O-].[Pb+4] (lead tetraacetate), mercuric acetate, C([O-])([O-])=O.[K+].[K+] (potassium carbonate). The solvent is C(Cl)(Cl)Cl (chloroform). The product is C(C)(=O)[O-].C(C)(=O)[O-].C(C)(=O)[O-].ClC1=CC=C(C2=CC=C(C(=C2)CC)[Pb+3])C=C1 (4′-chloro-3-ethylbiphen-4-yllead triacetate). The yield is 58.3%. As a reaction SMILES: [Cl:1][C:2]1[CH:18]=[CH:17][C:5]([C:6]2[CH:11]=[C:10]([CH2:12][CH3:13])[C:9](B(O)O)=[CH:8][CH:7]=2)=[CH:4][CH:3]=1.[C:19]([O-:22])(=[O:21])[CH3:20].[C:23]([O-:26])(=[O:25])[CH3:24].[C:27]([O-:30])(=[O:29])[CH3:28].C([O-])(=O)C.[Pb+4:35].CCCCCC.C(=O)([O-])[O-].[K+].[K+]>C(Cl)(Cl)Cl>[C:19]([O-:22])(=[O:21])[CH3:20].[C:23]([O-:26])(=[O:25])[CH3:24].[C:27]([O-:30])(=[O:29])[CH3:28].[Cl:1][C:2]1[CH:18]=[CH:17][C:5]([C:6]2[CH:11]=[C:10]([CH2:12][CH3:13])[C:9]([Pb+3:35])=[CH:8][CH:7]=2)=[CH:4][CH:3]=1 |f:1.2.3.4.5,7.8.9,11.12.13.14|. Procedure details: 4′-Chloro-3-ethylbiphen-4-ylboronic acid (4.2 g, 0.016 mol) is added in one portion to a mixture of lead tetraacetate (7.86 g, 0.017 mol) and mercuric acetate (0.25 g, 5 mol %) in chloroform (23 ml) under an atmosphere of nitrogen. The reaction mixture is stirred at ambient temperature until dissolution is complete, and then heated at 40° C. for 4 hours. The reaction mixture is cooled to ambient temperature, filtered through a plug of diatomaceous earth and the filtrate is concentrated under red... The reactants are ClCCl, COC(=O)CCc1ccc(CO)cc1. The product is COC(=O)CCc1ccc(C=O)cc1. Reaction SMILES: [Cl:15][CH2:16][Cl:17].[OH:1][CH2:2][c:3]1[cH:4][cH:5][c:6]([CH2:7][CH2:8][C:9](=[O:10])[O:11][CH3:12])[cH:13][cH:14]1>>[O:1]=[CH:2][c:3]1[cH:4][cH:5][c:6]([CH2:7][CH2:8][C:9](=[O:10])[O:11][CH3:12])[cH:13][cH:14]1.